This data is from the Open Reaction Database (ORD), a public repository of structured organic reaction records. The task is: describe an organic reaction: reactants, conditions, products, and yield Starting materials: Br, CCOC(=O)N1CCC(C(=O)c2cccc(C)c2)CC1, O. Product: Br, Cc1cccc(C(=O)C2CCNCC2)c1. RXN SMILES: [BrH:21].[CH3:1][c:2]1[cH:3][c:4]([C:5](=[O:6])[CH:7]2[CH2:8][CH2:9][N:10]([C:13]([O:14][CH2:15][CH3:16])=[O:17])[CH2:11][CH2:12]2)[cH:18][cH:19][cH:20]1.[OH2:22]>>[BrH:21].[CH3:1][c:2]1[cH:3][c:4]([C:5](=[O:6])[CH:7]2[CH2:8][CH2:9][NH:10][CH2:11][CH2:12]2)[cH:18][cH:19][cH:20]1. The reactants are N[C@H](C(=O)O)CCCCN(C[C@@H](CCNC(=O)OCC1=CC=CC=C1)O)C(=O)OCC1=CC=CC=C1 ((2S,9R)-2-Amino-11-[(benzyloxycarbonyl)amino]-7-(carbobenzyloxy)-9-hydroxy-7-azaundecanoic Acid), C(C)(C)(C)OC([C@H](CCCCN(C[C@H](CCNC(=O)OCC1=CC=CC=C1)O)C(=O)OCC1=CC=CC=C1)NC(=O)OC(C)(C)C)=O ((2S,9S)-11-[(Benzyloxycarbonyl)amino]-2-[(tert-butoxycarbonyl)amino]-9-hydroxy-7-(carbobenzyloxy)-7-azaundecanoic Acid tert-Butyl Ester), FC(C(=O)O)(F)F (trifluoroacetic acid), C(C)[SiH](CC)CC (triethylsilane). Run in C(Cl)Cl (CH2Cl2). The product is N[C@H](C(=O)O)CCCCN(C[C@H](CCNC(=O)OCC1=CC=CC=C1)O)C(=O)OCC1=CC=CC=C1 ((2S,9S)-2-Amino-11-[(benzyloxycarbonyl)amino]-7-(carbobenzyloxy)-9-hydroxy-7-azaundecanoic Acid). Isolated yield 62.0%. As a reaction SMILES: [NH2:1][C@@H:2]([CH2:6][CH2:7][CH2:8][CH2:9][N:10]([C:27]([O:29][CH2:30][C:31]1[CH:36]=[CH:35][CH:34]=[CH:33][CH:32]=1)=[O:28])[CH2:11][C@H:12]([OH:26])[CH2:13][CH2:14][NH:15][C:16]([O:18][CH2:19][C:20]1[CH:25]=[CH:24][CH:23]=[CH:22][CH:21]=1)=[O:17])[C:3]([OH:5])=[O:4].C(OC(=O)[C@@H](NC(OC(C)(C)C)=O)CCCCN(C(OCC1C=CC=CC=1)=O)C[C@@H](O)CCNC(OCC1C=CC=CC=1)=O)(C)(C)C.FC(F)(F)C(O)=O.C([SiH](CC)CC)C>C(Cl)Cl>[NH2:1][C@@H:2]([CH2:6][CH2:7][CH2:8][CH2:9][N:10]([C:27]([O:29][CH2:30][C:31]1[CH:32]=[CH:33][CH:34]=[CH:35][CH:36]=1)=[O:28])[CH2:11][C@@H:12]([OH:26])[CH2:13][CH2:14][NH:15][C:16]([O:18][CH2:19][C:20]1[CH:21]=[CH:22][CH:23]=[CH:24][CH:25]=1)=[O:17])[C:3]([OH:5])=[O:4]. Procedure: According to the method described for the preparation of 17a, 16b (78 mg, 0.12 mmol) was reacted with trifluoroacetic acid (704 mg, 6.20 mmol) and triethylsilane (140 mg, 11.92 mmol) in CH2Cl2 (0.98 mL) to give 17b (37 mg, 62%) as a colorless oil: 1H NMR δ 1.20-2.10 (m, 8H), 3.05-3.70 (m, 7H), 3.82 (m, 1H), 5.05 (s, 2H), 5.10 (s, 2H), 7.20-7.60 (m, 10H); HRMS m/z calcd for C26H36N3O7 502.2553, found 502.2546. [α]23D+3.6° (c 1.00, CH3OH). The reactants are C(C=C)C1=CC=C(C=2C(C=C(OC21)C2=NN=NN2CC2=CC=CC=C2)=O)OCCC(C)C (5-[8-allyl-5-(3-methyl-n-butoxy)-4-oxo-4H-1-benzopyran-2-yl]-N-benzyltetrazole). Reagents/catalysts: [Pd] (palladium on charcoal). The solvent is C(C)O (ethanol). Conditions: time 20 hour. Yields the product CC(CCOC1=CC=C(C2=C1C(C=C(O2)C2=NN=NN2CC2=CC=CC=C2)=O)CCC)C (5-[5-(3-methyl-n-butoxy)-8-n-propyl-4-oxo-4H-1-benzopyran-2-yl]-N-benzyltetrazole). As a reaction SMILES: [CH2:1]([C:4]1[C:13]2[O:12][C:11]([C:14]3[N:18]([CH2:19][C:20]4[CH:25]=[CH:24][CH:23]=[CH:22][CH:21]=4)[N:17]=[N:16][N:15]=3)=[CH:10][C:9](=[O:26])[C:8]=2[C:7]([O:27][CH2:28][CH2:29][CH:30]([CH3:32])[CH3:31])=[CH:6][CH:5]=1)[CH:2]=[CH2:3]>[Pd].C(O)C>[CH3:31][CH:30]([CH3:32])[CH2:29][CH2:28][O:27][C:7]1[C:8]2[C:9](=[O:26])[CH:10]=[C:11]([C:14]3[N:18]([CH2:19][C:20]4[CH:25]=[CH:24][CH:23]=[CH:22][CH:21]=4)[N:17]=[N:16][N:15]=3)[O:12][C:13]=2[C:4]([CH2:1][CH2:2][CH3:3])=[CH:5][CH:6]=1. Procedure: A solution of 5.34 parts of 5-[8-allyl-5-(3-methyl-n-butoxy)-4-oxo-4H-1-benzopyran-2-yl]-N-benzyltetrazole in 1000 parts of ethanol was hydrogenated at room temperature and pressure for 20 hours using 0.14 parts of 5% palladium on charcoal as catalyst. The reaction mixture was filtered and the solvent removed by evaporation. Crystallisation of the residue from chloroform/light petroleum (40:60) gave 1.89 parts of 5-[5-(3-methyl-n-butoxy)-8-n-propyl-4-oxo-4H-1-benzopyran-2-yl]-N-benzyltetrazole, ... Reactants: C1CCCC2CC3=CC=CC=C3C(C12)NC=NC#N (N-(1,2,3,4,4a,9,9a,10-octahydroanthracene-9-yl)-N'-cyano-formamidine), BrC(C(=O)[O-])C (α-bromo-methyl-acetate), C([O-])([O-])=O.[K+].[K+] (potassium carbonate). Run in CN(C=O)C (N,N-dimethylformamide), C1COCCOCCOCCOCCOCCO1 (18-crown-6). Yields the product C1CCCC2CC3=CC=CC=C3C(C12)N1C=NC(=C1C(=O)OC)N (methyl 1-(1,2,3,4,4a,9,9a,10-octahydroanthracene-9-yl)-4amino-1H-imidazole-5-carboxylate). Isolated yield 43.0%. As a reaction SMILES: [CH2:1]1[CH:14]2[CH:5]([CH2:6][C:7]3[C:12]([CH:13]2[NH:15][CH:16]=[N:17][C:18]#[N:19])=[CH:11][CH:10]=[CH:9][CH:8]=3)[CH2:4][CH2:3][CH2:2]1.[C:20](=O)([O-])[O-].[K+].[K+].Br[CH:27](C)[C:28]([O-:30])=[O:29]>CN(C)C=O.C1OCCOCCOCCOCCOCCOC1>[CH2:1]1[CH:14]2[CH:5]([CH2:6][C:7]3[C:12]([CH:13]2[N:15]2[C:27]([C:28]([O:30][CH3:20])=[O:29])=[C:18]([NH2:19])[N:17]=[CH:16]2)=[CH:11][CH:10]=[CH:9][CH:8]=3)[CH2:4][CH2:3][CH2:2]1 |f:1.2.3|. Reported procedure: 20.8 Parts of N-(1,2,3,4,4a,9,9a,10-octahydroanthracene-9-yl)-N'-cyano-formamidine were dissolved in 140 ml of N,N-dimethylformamide together with 0.1 parts of 18-crown-6. 28.4 Parts of potassium carbonate were added. The mixture was heated to +80° C. and 13.8 Parts of α-bromo-methyl-acetate were added. After 15 hours at +80° C. to +100° C. the reactants were poured on ice and the mixture was extracted with ether. The etheral extracts were dried with Na2SO4, filtered and concentrated. 21 Parts o... The reactants are CC(=O)O[BH-](OC(C)=O)OC(C)=O, CCC1CCC(=O)CC1, CC(=O)O, CCOCC, Clc1ccccc1N1CCNCC1, ClCCCl, Cl, [Na+]. Product: CCC1CCC(N2CCN(c3ccccc3Cl)CC2)CC1. Reaction SMILES: [C:23]([O:24][BH-:25]([O:26][C:27](=[O:28])[CH3:29])[O:30][C:31](=[O:32])[CH3:33])(=[O:34])[CH3:35].[CH2:14]([CH3:15])[CH:16]1[CH2:17][CH2:18][C:19](=[O:22])[CH2:20][CH2:21]1.[CH3:37][C:38](=[O:39])[OH:40].[CH3:46][CH2:47][O:48][CH2:49][CH3:50].[Cl:1][c:2]1[c:3]([N:8]2[CH2:9][CH2:10][NH:11][CH2:12][CH2:13]2)[cH:4][cH:5][cH:6][cH:7]1.[Cl:42][CH2:43][CH2:44][Cl:45].[ClH:41].[Na+:36]>>[Cl:1][c:2]1[c:3]([N:8]2[CH2:9][CH2:10][N:11]([CH:19]3[CH2:18][CH2:17][CH:16]([CH2:14][CH3:15])[CH2:21][CH2:20]3)[CH2:12][CH2:13]2)[cH:4][cH:5][cH:6][cH:7]1. Starting materials: CS(=O)Cc1c(C(=O)c2ccccc2)[n+]([O-])c2ccccc2[n+]1[O-], ClC(Cl)Cl, O=C(OO)c1cccc(Cl)c1. The product is CS(=O)(=O)Cc1c(C(=O)c2ccccc2)[n+]([O-])c2ccccc2[n+]1[O-]. RXN SMILES: [C:1]([c:2]1[cH:3][cH:4][cH:5][cH:6][cH:7]1)(=[O:8])[c:9]1[n+:10]([O-:24])[c:11]2[cH:12][cH:13][cH:14][cH:15][c:16]2[n+:17]([O-:23])[c:18]1[CH2:19][S:20](=[O:21])[CH3:22].[CH:36]([Cl:37])([Cl:38])[Cl:39].[OH:25][O:26][C:27]([c:28]1[cH:29][c:30]([Cl:31])[cH:32][cH:33][cH:34]1)=[O:35]>>[C:1]([c:2]1[cH:3][cH:4][cH:5][cH:6][cH:7]1)(=[O:8])[c:9]1[n+:10]([O-:24])[c:11]2[cH:12][cH:13][cH:14][cH:15][c:16]2[n+:17]([O-:23])[c:18]1[CH2:19][S:20](=[O:21])([CH3:22])=[O:25]. The reactants are CO, Cl, [Li+], COC(=O)C(C(=O)Cc1ccccc1)C1CCc2cc(OC)ccc2C1C#N, [OH-]. Product: COc1ccc2c(c1)CCC(CC(=O)Cc1ccccc1)C2C#N. Reaction SMILES: [CH3:32][OH:33].[ClH:31].[Li+:29].[O:1]=[C:2]([CH:3]([C:4]([O:5][CH3:6])=[O:7])[CH:8]1[CH:9]([C:20]#[N:21])[c:10]2[cH:11][cH:12][c:13]([O:18][CH3:19])[cH:14][c:15]2[CH2:16][CH2:17]1)[CH2:22][c:23]1[cH:24][cH:25][cH:26][cH:27][cH:28]1.[OH-:30]>>[O:1]=[C:2]([CH2:3][CH:8]1[CH:9]([C:20]#[N:21])[c:10]2[cH:11][cH:12][c:13]([O:18][CH3:19])[cH:14][c:15]2[CH2:16][CH2:17]1)[CH2:22][c:23]1[cH:24][cH:25][cH:26][cH:27][cH:28]1. Reactants: ClCCl, CC(=O)Cl, O, c1ccc(C2c3ccccc3CC3CCNCCN32)cc1. Product: CC(=O)N1CCC2Cc3ccccc3C(c3ccccc3)N2CC1. RXN SMILES: [CH2:27]([Cl:28])[Cl:29].[CH3:1][C:2]([Cl:3])=[O:4].[OH2:26].[c:5]1([CH:11]2[N:12]3[CH:13]([CH2:14][c:15]4[cH:16][cH:17][cH:18][cH:19][c:20]42)[CH2:21][CH2:22][NH:23][CH2:24][CH2:25]3)[cH:6][cH:7][cH:8][cH:9][cH:10]1>>[CH3:1][C:2](=[O:4])[N:23]1[CH2:22][CH2:21][CH:13]2[N:12]([CH:11]([c:5]3[cH:6][cH:7][cH:8][cH:9][cH:10]3)[c:20]3[c:15]([cH:16][cH:17][cH:18][cH:19]3)[CH2:14]2)[CH2:25][CH2:24]1. Reactants: CCOC(=O)c1ccc2c(c1)CC(C)(C)C(c1cccc(N)c1)N2, CCN(CC)C(=O)Cl, ClCCl, c1ccncc1. Product: CCOC(=O)c1ccc2c(c1)CC(C)(C)C(c1cccc(NC(=O)N(CC)CC)c1)N2. As a reaction SMILES: [CH2:1]([CH3:2])[O:3][C:4](=[O:5])[c:6]1[cH:7][c:8]2[c:13]([cH:14][cH:15]1)[NH:12][CH:11]([c:16]1[cH:17][c:18]([NH2:22])[cH:19][cH:20][cH:21]1)[C:10]([CH3:23])([CH3:24])[CH2:9]2.[CH2:31]([CH3:32])[N:33]([C:34](=[O:35])[Cl:36])[CH2:37][CH3:38].[Cl:39][CH2:40][Cl:41].[cH:25]1[cH:26][cH:27][n:28][cH:29][cH:30]1>>[CH2:1]([CH3:2])[O:3][C:4](=[O:5])[c:6]1[cH:7][c:8]2[c:13]([cH:14][cH:15]1)[NH:12][CH:11]([c:16]1[cH:17][c:18]([NH:22][C:34]([N:33]([CH2:31][CH3:32])[CH2:37][CH3:38])=[O:35])[cH:19][cH:20][cH:21]1)[C:10]([CH3:23])([CH3:24])[CH2:9]2.